From a dataset of the Open Reaction Database (ORD), a public repository of structured organic reaction records. describe an organic reaction: reactants, conditions, products, and yield Reactants: C=1OC(=C2C1C=CC=C2)CC(=O)N(C)C(CN2CC(CC2)O[Si](C)(C)C(C)(C)C)C2=CC(=CC=C2)O (2-Benzofuran-3-yl-N-[2-[3-(tert-butyl-dimethyl-silanyloxy)-pyrrolidin-1-yl]-1-(3-hydroxy-phenyl)-ethyl]-N-methyl-acetamide), C([O-])([O-])=O.[K+].[K+] (potassium carbonate), C(C)(C)(C)OC(CBr)=O (t-butylbromoacetate). Run in O (water), CN(C)C=O (DMF). Conditions: time 18 hour. Yields the product C(C)(C)(C)OC(COC1=CC(=CC=C1)C(CN1CC(CC1)O[Si](C)(C)C(C)(C)C)N(C)C(CC1=COC2=C1C=CC=C2)=O)=O ((3-{1-[(Benzofuran-3-yl-acetyl)-methyl-amino]-2-[3-(tert-butyl-dimethyl-silanyloxy)-pyrrolidin-1-yl]-ethyl}-phenoxy)-acetic acid tert-butyl ester). RXN SMILES: C1O[C:3]([CH2:10][C:11]([N:13]([CH:15]([C:30]2[CH:35]=[CH:34][CH:33]=[C:32]([OH:36])[CH:31]=2)[CH2:16][N:17]2[CH2:21][CH2:20][CH:19]([O:22][Si:23]([C:26]([CH3:29])([CH3:28])[CH3:27])([CH3:25])[CH3:24])[CH2:18]2)[CH3:14])=[O:12])=[C:4]2[CH:9]=[CH:8][CH:7]=[CH:6][C:5]=12.[C:37](=O)([O-])[O-:38].[K+].[K+].[C:43]([O:47][C:48](=[O:51])[CH2:49]Br)([CH3:46])([CH3:45])[CH3:44]>CN(C=O)C.O>[C:43]([O:47][C:48](=[O:51])[CH2:49][O:36][C:32]1[CH:33]=[CH:34][CH:35]=[C:30]([CH:15]([N:13]([C:11](=[O:12])[CH2:10][C:3]2[C:4]3[CH:9]=[CH:8][CH:7]=[CH:6][C:5]=3[O:38][CH:37]=2)[CH3:14])[CH2:16][N:17]2[CH2:21][CH2:20][CH:19]([O:22][Si:23]([C:26]([CH3:28])([CH3:27])[CH3:29])([CH3:24])[CH3:25])[CH2:18]2)[CH:31]=1)([CH3:46])([CH3:45])[CH3:44] |f:1.2.3|. Reported procedure: To a solution of Example 25 (2.195 g, 4.32 mmol) in DMF (40 mL) was added powdered potassium carbonate (1.21 g, 8.77 mmol) followed by t-butylbromoacetate (0.85 mmol, 5.26 mmol). After stirring for 18 hours, the solution was diluted with water (100 mL) and extracted with ethyl acetate (4×150 mL). The combined organic phases were dried (MgSO4) and concentrated in vacuo. Purification by column chromatography in ethyl acetate:heptane (6:4) gave the product as an oil. Yield=1.209 g, 45%.